From a dataset of the Open Reaction Database (ORD), a public repository of structured organic reaction records. describe an organic reaction: reactants, conditions, products, and yield Reactants: C([O-])([O-])=O.[Na+].[Na+] (Sodium carbonate), F[B-](F)(F)F.N#[O+] (nitrosonium tetrafluoroborate), N1=CC=CC=C1.F (hydrogen fluoride pyridine), C(C)(=O)OC1(CC(CCC1)NC(=O)OC(C)(C)C)C1(SCCCS1)C1=CC=CC=C1 (3-(tert-butoxycarbonylamino)-1-(2-phenyl-1,3-dithiaN-2-yl)cyclohexyl acetate). Solvent: C(Cl)Cl (DCM), C(Cl)Cl (DCM). Run at temperature 0 celsius, time 1 hour. The product is NC1CC(CCC1)(O)C(C1=CC=CC=C1)(F)F (3-Amino-1-(difluoro(phenyl)methyl)cyclohexanol). As a reaction SMILES: [F:1][B-](F)(F)F.N#[O+].N1C=CC=CC=1.[FH:14].C([O:18][C:19]1([C:33]2([C:39]3[CH:44]=[CH:43][CH:42]=[CH:41][CH:40]=3)SCCCS2)[CH2:24][CH2:23][CH2:22][CH:21]([NH:25]C(OC(C)(C)C)=O)[CH2:20]1)(=O)C.C(=O)([O-])[O-].[Na+].[Na+]>C(Cl)Cl>[NH2:25][CH:21]1[CH2:22][CH2:23][CH2:24][C:19]([C:33]([F:1])([F:14])[C:39]2[CH:44]=[CH:43][CH:42]=[CH:41][CH:40]=2)([OH:18])[CH2:20]1 |f:0.1,2.3,5.6.7|. Procedure details: To a solution of nitrosonium tetrafluoroborate (1.1 mmol, 128.5 mg) and hydrogen fluoride pyridine (0.5 mL) in DCM (2 mL) at 0° C. under argon was added a solution of 3-(tert-butoxycarbonylamino)-1-(2-phenyl-1,3-dithiaN-2-yl)cyclohexyl acetate (0.5 mmol, 226 mg) in DCM dropwise. The reaction mixture was stirred at 0° C. for 1 hour. Sodium carbonate (solid) was added until no further gas bubbling. The mixture and the methanol washings were filtered. The filtrate was concentrated. 3-Amino-1-(diflu... Reactants: C(C)C1=CC(=NO1)NC(P(OCC)(OCC)=O)P(OCC)(OCC)=O (tetraethyl [(5-ethyl-3-isoxazolyl)amino]methylene-bis(phosphonate)). The solvent is Cl (hydrochloric acid). Product: C(C)C1=CC(=NO1)NC(P(O)(O)=O)P(O)(O)=O ([(5-ethyl-3-isoxazolyl)amino]methylene-bis(phosphonic acid)). The yield is 79.6%. As a reaction SMILES: [CH2:1]([C:3]1[O:7][N:6]=[C:5]([NH:8][CH:9]([P:18](=[O:25])([O:22]CC)[O:19]CC)[P:10](=[O:17])([O:14]CC)[O:11]CC)[CH:4]=1)[CH3:2]>Cl>[CH2:1]([C:3]1[O:7][N:6]=[C:5]([NH:8][CH:9]([P:18](=[O:19])([OH:25])[OH:22])[P:10](=[O:11])([OH:17])[OH:14])[CH:4]=1)[CH3:2]. Procedure: A solution of 4.9 g of tetraethyl [(5-ethyl-3-isoxazolyl)amino]methylene-bis(phosphonate) in 46 ml of concentrated hydrochloric acid was heated under reflux for 3 hours. After the reaction mixture was concentrated, the solid obtained was washed with acetone to give 2.8 g of [(5-ethyl-3-isoxazolyl)amino]methylene-bis(phosphonic acid) as a solid. Reactants: BrC=1C=C(OCC(C)=O)C=CC1 (1-(3-Bromo-phenoxy)-propan-2-one), Cl.ClC=1C=C(C=CC1)NN (3-chlorophenylhydrazine hydrochloride). Run in C(C)#N (ACN). Product: BrC=1C=C(OC2=C(NC3=CC(=CC=C23)Cl)C)C=CC1 (3-(3-Bromo-phenoxy)-6-chloro-2-methyl-1H-indole). RXN SMILES: [Br:1][C:2]1[CH:3]=[C:4]([CH:10]=[CH:11][CH:12]=1)[O:5][CH2:6][C:7](=O)[CH3:8].Cl.[Cl:14][C:15]1[CH:16]=[C:17]([NH:21]N)[CH:18]=[CH:19][CH:20]=1>C(#N)C>[Br:1][C:2]1[CH:3]=[C:4]([CH:10]=[CH:11][CH:12]=1)[O:5][C:6]1[C:18]2[C:17](=[CH:16][C:15]([Cl:14])=[CH:20][CH:19]=2)[NH:21][C:7]=1[CH3:8] |f:1.2|. Reported procedure: 1-(3-Bromo-phenoxy)-propan-2-one (5.95 g, 26 mmol) and 3-chlorophenylhydrazine hydrochloride (4.65 g, 26 mmol) were combined in ACN (100 mL) and the reaction was heated to reflux for 1 hour. After cooling the reaction was worked-up using standard procedures then purified using silica gel chromatography to give a 3:4 mixture of separable regioisomers of which the minor component was the title compound. The reactants are [OH-].[K+] (KOH), [K] (potassium), SC=1SC(=NN1)C (2-Mercapto-5-methyl-1,3,4-thiadiazole), BrCCl (bromochloromethane), ice. Run in CCO (EtOH), CC#N (CH3CN). Yields the product ClCSC=1SC(=NN1)C (2-[(chloromethyl)-thio]-5-methyl-1,3,4-thiadiazole). The yield is 164.4%. As a reaction SMILES: [SH:1][C:2]1[S:3][C:4]([CH3:7])=[N:5][N:6]=1.[OH-].[K+].[K].Br[CH2:12][Cl:13]>CCO.CC#N>[Cl:13][CH2:12][S:1][C:2]1[S:3][C:4]([CH3:7])=[N:5][N:6]=1 |f:1.2,^1:9|. Reported procedure: 2-Mercapto-5-methyl-1,3,4-thiadiazole (41.4 g, 313 mmol) was added to an ice-bath cooled (5° C.) aqueous solution of 85% KOH (20.7 g, 313 mmol) in EtOH (160 mL). The ice bath was removed and the mixture stirred until complete dissolution occurred (30 min). The solvent was then evaporated to leave a viscous oil which solidified. The resulting potassium salt was dissolved in CH3CN (200 mL), and the solution was cooled in an ice bath and treated with bromochloromethane (121 g, 939 mmol). The ice in... Reactants: CCOC(=O)CC(=O)OCC, CCO, [Cl-], ClCc1nccn1Cc1ccccc1, [H+], [Na]. The product is CCOC(=O)C(Cc1nccn1Cc1ccccc1)C(=O)OCC. As a reaction SMILES: [C:1]([CH2:2][C:3](=[O:4])[O:5][CH2:6][CH3:7])(=[O:8])[O:9][CH2:10][CH3:11].[CH3:29][CH2:30][OH:31].[Cl-:14].[Cl:15][CH2:16][c:17]1[n:18][cH:19][cH:20][n:21]1[CH2:22][c:23]1[cH:24][cH:25][cH:26][cH:27][cH:28]1.[H+:13].[Na:12]>>[C:1]([CH:2]([C:3](=[O:4])[O:5][CH2:6][CH3:7])[CH2:16][c:17]1[n:18][cH:19][cH:20][n:21]1[CH2:22][c:23]1[cH:24][cH:25][cH:26][cH:27][cH:28]1)(=[O:8])[O:9][CH2:10][CH3:11]. Reactants: CNC(=O)CN(CC(=O)NC)Cc1ccccc1, CO. The product is CNC(=O)CNCC(=O)NC. As a reaction SMILES: [CH2:1]([c:2]1[cH:3][cH:4][cH:5][cH:6][cH:7]1)[N:8]([CH2:9][C:10](=[O:11])[NH:12][CH3:13])[CH2:14][C:15]([NH:16][CH3:17])=[O:18].[CH3:19][OH:20]>>[NH:8]([CH2:9][C:10](=[O:11])[NH:12][CH3:13])[CH2:14][C:15]([NH:16][CH3:17])=[O:18]. Reactants: C(C(=O)Cl)(=O)Cl (oxalyl chloride), CN(C)C=O (DMF), OC1=NC=NC2=CC(=C(C=C12)OC(C)=O)OC (Acetic acid 4-hydroxy-7-methoxy-quinazolin-6-yl ester). Solvent: ClCCCl (DCE), ClCCCl (DCE). Reaction conditions: time 5 minute. The product is ClC1=NC=NC2=CC(=C(C=C12)OC(C)=O)OC (Acetic acid 4-chloro-7-methoxy-quinazolin-6-yl ester). Yield: 80.4%. As a reaction SMILES: CN(C=O)C.C(Cl)(=O)C([Cl:9])=O.O[C:13]1[C:22]2[C:17](=[CH:18][C:19]([O:27][CH3:28])=[C:20]([O:23][C:24](=[O:26])[CH3:25])[CH:21]=2)[N:16]=[CH:15][N:14]=1>ClCCCl>[Cl:9][C:13]1[C:22]2[C:17](=[CH:18][C:19]([O:27][CH3:28])=[C:20]([O:23][C:24](=[O:26])[CH3:25])[CH:21]=2)[N:16]=[CH:15][N:14]=1. Reported procedure: To a stirred solution of anhydrous DMF (4.5 mL) in DCE (20 mL), cooled in an ice-water bath, is added dropwise under nitrogen a solution of oxalyl chloride (7.9 ml, 90 mmol) in DCE (40 mL). A white precipitate forms during the addition. After the end of addition the cold bath is removed and the reaction mixture is stirred at room temperature for 5 min. Acetic acid 4-hydroxy-7-methoxy-quinazolin-6-yl ester (6.5 g, 27.8 mmol) is added in portions via scoopula under nitrogen flow and the mixture is... The reactants are NN (hydrazine), [H-].[Na+] (sodium hydride), C([O-])(O)=O.[Na+] (sodium bicarbonate), CC(C)(C)C=1C=C(C#N)C=C(C1OCOCCOC)C(C)(C)C (3,5-bis(1,1-dimethylethyl)-4-[(2-methoxyethoxy)methoxy]benzonitrile). Solvent: O1CCCC1 (tetrahydrofuran), O (water), O1CCCC1 (tetrahydrofuran). Run at temperature 0 celsius, time 90 minute. Yields the product CC(C)(C)C=1C=C(C=C(C1OCOCCOC)C(C)(C)C)C(=N)NN (3,5-bis(1,1-dimethylethyl)-4-[(2-methoxyethoxy)methoxy]benzene carboximidic acid hydrazide). Yield: 66.4%. RXN SMILES: [NH2:1][NH2:2].[H-].[Na+].[CH3:5][C:6]([C:9]1[CH:10]=[C:11]([CH:14]=[C:15]([C:24]([CH3:27])([CH3:26])[CH3:25])[C:16]=1[O:17][CH2:18][O:19][CH2:20][CH2:21][O:22][CH3:23])[C:12]#[N:13])([CH3:8])[CH3:7].C(=O)(O)[O-].[Na+]>O1CCCC1.O>[CH3:8][C:6]([C:9]1[CH:10]=[C:11]([C:12]([NH:1][NH2:2])=[NH:13])[CH:14]=[C:15]([C:24]([CH3:27])([CH3:26])[CH3:25])[C:16]=1[O:17][CH2:18][O:19][CH2:20][CH2:21][O:22][CH3:23])([CH3:5])[CH3:7] |f:1.2,4.5|. Procedure details: 97% anhydrous hydrazine (4.8 g, 0.151 mole) is added dropwise to a stirred 0° C. suspension of sodium hydride (2.8 g of a 60% dispersion in mineral oil, 0.071 mol) in tetrahydrofuran (70 m) under nitrogen. After 90 minutes, a solution of 3,5-bis(1,1-dimethylethyl)-4-[(2-methoxyethoxy)methoxy]benzonitrile (6.7 g, 0.021 mole) in tetrahydrofuran (15 ml) is added dropwise. After stirring two hours at 0° C., water 2.4 ml) is added dropwise. The mixture is poured into cold, saturated aqueous sodium bi...